From a dataset of the Open Reaction Database (ORD), a public repository of structured organic reaction records. describe an organic reaction: reactants, conditions, products, and yield Reaction SMILES: [CH3:21][C:22](=[O:23])[OH:24].[CH:1]1([NH:12][C:13](=[O:14])[NH:15][CH3:16])[CH:2]([OH:3])[CH:4]([OH:5])[CH:6]([OH:7])[CH:8]([CH2:10][OH:11])[O:9]1.[N:17](=[O:18])[O-:19].[Na+:20].[OH2:25]>>[CH:1]1([NH:12][C:13](=[O:14])[N:15]([CH3:16])[N:17]=[O:18])[CH:2]([OH:3])[CH:4]([OH:5])[CH:6]([OH:7])[CH:8]([CH2:10][OH:11])[O:9]1. Product: CN(N=O)C(=O)NC1OC(CO)C(O)C(O)C1O. Starting materials: CC(=O)O, CNC(=O)NC1OC(CO)C(O)C(O)C1O, O=N[O-], [Na+], O. Starting materials: CO, CCOC(=O)C(CC1CCC2(C1)OC(c1ccccc1)C(c1ccccc1)O2)c1ccc(S(C)(=O)=O)c(Cl)c1, [Na+], C1CCOC1, [OH-]. Yields the product CS(=O)(=O)c1ccc(C(CC2CCC3(C2)OC(c2ccccc2)C(c2ccccc2)O3)C(=O)O)cc1Cl. As a reaction SMILES: [CH3:47][OH:48].[Cl:1][c:2]1[cH:3][c:4]([CH:12]([C:13](=[O:14])[O:15][CH2:16][CH3:17])[CH2:18][CH:19]2[CH2:20][C:21]3([O:22][CH:23]([c:32]4[cH:33][cH:34][cH:35][cH:36][cH:37]4)[CH:24]([c:26]4[cH:27][cH:28][cH:29][cH:30][cH:31]4)[O:25]3)[CH2:38][CH2:39]2)[cH:5][cH:6][c:7]1[S:8](=[O:9])(=[O:10])[CH3:11].[Na+:46].[O:40]1[CH2:41][CH2:42][CH2:43][CH2:44]1.[OH-:45]>>[Cl:1][c:2]1[cH:3][c:4]([CH:12]([C:13](=[O:14])[OH:15])[CH2:18][CH:19]2[CH2:20][C:21]3([O:22][CH:23]([c:32]4[cH:33][cH:34][cH:35][cH:36][cH:37]4)[CH:24]([c:26]4[cH:27][cH:28][cH:29][cH:30][cH:31]4)[O:25]3)[CH2:38][CH2:39]2)[cH:5][cH:6][c:7]1[S:8](=[O:9])(=[O:10])[CH3:11]. The reactants are C[Si](Br)(C)C (Trimethylbromosilane), C(C)OC(=O)N(OC(=O)OCC)CC(CP(OCC)(OCC)=O)OC1OCCCC1 (diethyl 3-(N-ethoxycarbonyl-N-ethoxycarbonyloxyamino)-2-(tetrahydro-2H-pyran-2-yloxy)propylphosphonate). The solvent is C(Cl)Cl (methylene chloride). Reaction conditions: temperature 60 celsius, time 15 minute. The product is OC(CP(O)(O)=O)CNO (2-hydroxy-3-(N-hydroxyamino)-propylphosphonic acid). Yield: 35.5%. As a reaction SMILES: C[Si](C)(C)Br.C(OC([N:11]([CH2:18][CH:19]([O:29]C1CCCCO1)[CH2:20][P:21](=[O:28])([O:25]CC)[O:22]CC)[O:12]C(OCC)=O)=O)C>C(Cl)Cl>[OH:29][CH:19]([CH2:18][NH:11][OH:12])[CH2:20][P:21](=[O:22])([OH:28])[OH:25]. Procedure details: Trimethylbromosilane (122 g.) was added dropwise to a solution of diethyl 3-(N-ethoxycarbonyl-N-ethoxycarbonyloxyamino)-2-(tetrahydro-2H-pyran-2-yloxy)propylphosphonate (79.4 g.) in methylene chloride (160 ml.) under ice-cooling with stirring over a period of 15 minutes. The mixture was further stirred for an hour at 0°-5° C. and for additional 2.5 hours at ambient temperature, and then evaporated under reduced pressure. The oily residue was dissolved in water (500 ml.) stirred at ambient temper... The reactants are ClC1=C(C=CC(=C1)OCCN(CC)CC)C(C(CC)=C)=O (1-[2-Chloro-4-(2-diethylaminoethoxy)phenyl]-2-methylene-1-butanone), ClC1=C(C=CC(=C1)OCC(CN(C)C)C)C(CCC)=O (1-[2-chloro-4-(3-dimethylamino-2-methylpropoxy)phenyl]-1-butanone). Yields the product ClC1=C(C=CC(=C1)OCC(CN(C)C)C)C(C(CC)=C)=O (1-[2-Chloro-4-(3-dimethylamino-2-methylpropoxy)phenyl]-2-methylene-1-butanone). As a reaction SMILES: Cl[C:2]1C=C(OCCN(CC)CC)C=CC=1C(=O)C(=C)CC.[Cl:22][C:23]1[CH:28]=[C:27]([O:29][CH2:30][CH:31]([CH3:36])[CH2:32][N:33]([CH3:35])[CH3:34])[CH:26]=[CH:25][C:24]=1[C:37](=[O:41])[CH2:38][CH2:39][CH3:40]>>[Cl:22][C:23]1[CH:28]=[C:27]([O:29][CH2:30][CH:31]([CH3:36])[CH2:32][N:33]([CH3:34])[CH3:35])[CH:26]=[CH:25][C:24]=1[C:37](=[O:41])[C:38](=[CH2:2])[CH2:39][CH3:40]. Reported procedure: This compound is prepared by essentially the same procedure as described in Example 1 Step B except that the 2-chloro-4-(2-diethylaminoethoxy)butyrophenone of Example 1 Step B is replaced by an equimolecular quantity of 1-[2-chloro-4-(3-dimethylamino-2-methylpropoxy)phenyl]-1-butanone. The product is obtained as a yellow oil upon distillation in vacuo (0.3 mm.). The reactants are solution, Cl (hydrogen chloride), C(C)(=O)OCC (ethyl acetate), C(C)(C)(C)OC(NC(C(=O)N1CCC(CC1)N1C(N2C(C1)=CN=C2C)=O)C=2SC=CC2)=O (tert-butyl(2-(4-(5-methyl-3-oxo-1H-imidazo[1,5-c]imidazol-2(3H)-yl)-1-piperidinyl)-2-oxo-1-(2-thienyl)ethyl)carbamate). Yields the product ClC1=CC=C(C=C1)NC(=O)NC(C(=O)N1CCC(CC1)N1C(N2C(C1)=CN=C2C)=O)C=2SC=CC2 (N—(4-chlorophenyl)—N′—(2-(4-(5-methyl-3-oxo-1H-imidazo[1,5-c]imidazol-2(3H)-yl)-1-piperidinyl)-2-oxo-1-(2-thienyl)ethyl)urea). Yield: 42.0%. Reaction SMILES: C(O[C:6](=[O:32])[NH:7][CH:8]([C:27]1[S:28][CH:29]=[CH:30][CH:31]=1)[C:9]([N:11]1[CH2:16][CH2:15][CH:14]([N:17]2[CH2:21][C:20]3=[CH:22][N:23]=[C:24]([CH3:25])[N:19]3[C:18]2=[O:26])[CH2:13][CH2:12]1)=[O:10])(C)(C)C.[ClH:33].C(O[CH2:38][CH3:39])(=O)C>>[Cl:33][C:39]1[CH:38]=[CH:9][C:8]([NH:7][C:6]([NH:7][CH:8]([C:27]2[S:28][CH:29]=[CH:30][CH:31]=2)[C:9]([N:11]2[CH2:16][CH2:15][CH:14]([N:17]3[CH2:21][C:20]4=[CH:22][N:23]=[C:24]([CH3:25])[N:19]4[C:18]3=[O:26])[CH2:13][CH2:12]2)=[O:10])=[O:32])=[CH:27][CH:31]=1. Procedure: To tert-butyl(2-(4-(5-methyl-3-oxo-1H-imidazo[1,5-c]imidazol-2(3H)-yl)-1-piperidinyl)-2-oxo-1-(2-thienyl)ethyl)carbamate (0.32 g) obtained in Example Sib) was added a 4 N solution of hydrogen chloride in ethyl acetate (2.6 ml), mixed at room temperature for 5 minutes, and then concentrated under reduced pressure. The residue was dissolved in acetonitrile (5 ml), triethylamine (0.14 ml) and 4-chlorophenyl isocyanate (0.08 g) were added thereto, and mixed at room temperature for 3 hours. The solve... The reactants are COC=1C=C(CBr)C=CC1 (3-methoxybenzyl bromide), Grignard reagent, [Cl-].[NH4+] (ammonium chloride), [Mg] (magnesium), CN(C)C(C1C(CCCC1)=O)C1=CC=CC=C1 (2-(dimethylaminophenylmethyl)cyclohexanone), crude base. Solvent: CCOCC (ether), CCOCC (ether), CCOCC (ether). Product: Cl.CN(C)C(C1C(CCCC1)(O)CC1=CC(=CC=C1)OC)C1=CC=CC=C1 (2-(dimethylaminophenylmethyl)-1-(3-methoxybenzyl)cyclohexanol, hydrochloride). The yield is 52.8%. RXN SMILES: [Mg].[CH3:2][O:3][C:4]1[CH:5]=[C:6]([CH:9]=[CH:10][CH:11]=1)[CH2:7]Br.[CH3:12][N:13]([CH:15]([C:23]1[CH:28]=[CH:27][CH:26]=[CH:25][CH:24]=1)[CH:16]1[CH2:21][CH2:20][CH2:19][CH2:18][C:17]1=[O:22])[CH3:14].[Cl-:29].[NH4+]>CCOCC>[ClH:29].[CH3:14][N:13]([CH:15]([C:23]1[CH:24]=[CH:25][CH:26]=[CH:27][CH:28]=1)[CH:16]1[CH2:21][CH2:20][CH2:19][CH2:18][C:17]1([CH2:7][C:6]1[CH:9]=[CH:10][CH:11]=[C:4]([O:3][CH3:2])[CH:5]=1)[OH:22])[CH3:12] |f:3.4,6.7|. Procedure details: 0.63 g (25.9 mmole) of magnesium turnings was stirred in 10 ml of ether of analysis purity. 5.21 g (25.9 mmole) of 3-methoxybenzyl bromide dissolved in 20 ml of ether were added dropwise so that the reaction mixture boiled gently. After completion of the addition the reaction mixture was stirred for a further hour at RT. 5.0 g (21.6 mmole) of the 2-(dimethylaminophenylmethyl)cyclohexanone prepared according to Example 1 were dissolved in 10 ml of ether, added dropwise to the Grignard reagent whi... Starting materials: ON1N=NC2=C1C=CC=C2 (1-hydroxybenzotriazole), CCN=C=NCCCN(C)C.Cl (EDCl), C(C)(C)N(C(C)C)CC (N,N-diisopropylethylamine), C([O-])([O-])=O.[NH4+].[NH4+] (Ammonium carbonate), C(C)(C)(C)OC(=O)N1CCN(CC1)C1=CC=C(C=C1)NC1=NC=C(C(=N1)CCC=1C=C(C(=O)[O-])C=CC1)C(F)(F)F.[Li+] (Lithium 3-(2-(2-((4-(4-(tert-butoxycarbonyl)piperazin-1-yl)phenyl)amino)-5-(trifluoromethyl)pyrimidin-4-yl)ethyl)benzoate). Solvent: C1CCOC1 (THF), CN(C)C=O (DMF). Run at time 10 minute. The product is C(N)(=O)C=1C=C(CCC2=NC(=NC=C2C(F)(F)F)NC2=CC=C(C=C2)N2CCN(CC2)C(=O)OC(C)(C)C)C=CC1 (tert-Butyl 4-(4-((4-(3-carbamoylphenethyl)-5-(trifluoromethyl)pyrimidin-2-yl)amino)phenyl)piperazine-1-carboxylate). The yield is 74.0%. As a reaction SMILES: [C:1]([O:5][C:6]([N:8]1[CH2:13][CH2:12][N:11]([C:14]2[CH:19]=[CH:18][C:17]([NH:20][C:21]3[N:26]=[C:25]([CH2:27][CH2:28][C:29]4[CH:30]=[C:31]([CH:35]=[CH:36][CH:37]=4)[C:32]([O-:34])=O)[C:24]([C:38]([F:41])([F:40])[F:39])=[CH:23][N:22]=3)=[CH:16][CH:15]=2)[CH2:10][CH2:9]1)=[O:7])([CH3:4])([CH3:3])[CH3:2].[Li+].O[N:44]1C2C=CC=CC=2N=N1.CCN=C=NCCCN(C)C.Cl.C(N(CC)C(C)C)(C)C.C(=O)([O-])[O-].[NH4+].[NH4+]>C1COCC1.CN(C=O)C>[C:32]([C:31]1[CH:30]=[C:29]([CH:37]=[CH:36][CH:35]=1)[CH2:28][CH2:27][C:25]1[C:24]([C:38]([F:41])([F:39])[F:40])=[CH:23][N:22]=[C:21]([NH:20][C:17]2[CH:16]=[CH:15][C:14]([N:11]3[CH2:12][CH2:13][N:8]([C:6]([O:5][C:1]([CH3:2])([CH3:4])[CH3:3])=[O:7])[CH2:9][CH2:10]3)=[CH:19][CH:18]=2)[N:26]=1)(=[O:34])[NH2:44] |f:0.1,3.4,6.7.8|. Reported procedure: Lithium 3-(2-(2-((4-(4-(tert-butoxycarbonyl)piperazin-1-yl)phenyl)amino)-5-(trifluoromethyl)pyrimidin-4-yl)ethyl)benzoate (I34) (0.100 g, 0.173 mmol) was dissolved in dry THF (7 mL) and dry DMF (1 mL) under an atmosphere of nitrogen. To the solution were added 1-hydroxybenzotriazole (0.028 g, 0.21 mmol) and EDCl (0.040 g, 0.21 mmol) and N,N-diisopropylethylamine (0.121 mL, 0.693 mmol) and the reaction mixture was stirred at room temperature for 10 minutes. Ammonium carbonate (0.067 g, 0.69 mmol)... The reactants are CS(=O)(=O)c1ccc(C=O)cc1, FC(F)(F)c1nnc2ccc(N3CCCNCC3)nn12. Product: CS(=O)(=O)c1ccc(CN2CCCN(c3ccc4nnc(C(F)(F)F)n4n3)CC2)cc1. RXN SMILES: [CH3:21][S:22](=[O:23])(=[O:24])[c:25]1[cH:26][cH:27][c:28]([CH:29]=[O:30])[cH:31][cH:32]1.[N:1]1([c:8]2[cH:9][cH:10][c:11]3[n:12]([n:13]2)[c:14]([C:17]([F:18])([F:19])[F:20])[n:15][n:16]3)[CH2:2][CH2:3][NH:4][CH2:5][CH2:6][CH2:7]1>>[N:1]1([c:8]2[cH:9][cH:10][c:11]3[n:12]([n:13]2)[c:14]([C:17]([F:18])([F:19])[F:20])[n:15][n:16]3)[CH2:2][CH2:3][N:4]([CH2:29][c:28]2[cH:27][cH:26][c:25]([S:22]([CH3:21])(=[O:23])=[O:24])[cH:32][cH:31]2)[CH2:5][CH2:6][CH2:7]1. The reactants are 25, C1(=CC=CC=C1)CN1CCC(CC1)CC#N (1-(phenylmethyl)-4-piperidineacetonitrile), ClC(=O)OCC (ethyl chloroformate). Solvent: O1CCCC1 (tetrahydrofuran). Conditions: time 15 hour. Yields the product 18.7, C(#N)CC1CCN(CC1)C(=O)OCC (ethyl 4-(cyanomethyl)-1-piperidinecarboxylate). The yield is 81.4%. RXN SMILES: C1(C[N:8]2[CH2:13][CH2:12][CH:11]([CH2:14][C:15]#[N:16])[CH2:10][CH2:9]2)C=CC=CC=1.Cl[C:18]([O:20][CH2:21][CH3:22])=[O:19]>O1CCCC1>[C:15]([CH2:14][CH:11]1[CH2:12][CH2:13][N:8]([C:18]([O:20][CH2:21][CH3:22])=[O:19])[CH2:9][CH2:10]1)#[N:16]. Reported procedure: To a solution of 25 parts of 1-(phenylmethyl)-4-piperidineacetonitrile in 178 parts of tetrahydrofuran were added dropwise 37.97 parts of ethyl chloroformate at room temperature. The reaction mixture was stirred for 15 hours at room temperature and was then evaporated. The residue was taken up in 90 parts of ethyl acetate and the whole was washed successively with HCl 3N, NaHCO3 and NaCl (sat.). The solvent was evaporated and the residue was distilled (100°-110° C./6.7 Pa), yielding 18.7 parts (...